This data is from the Open Reaction Database (ORD), a public repository of structured organic reaction records. The task is: describe an organic reaction: reactants, conditions, products, and yield Starting materials: CC(C)C(=O)N1N=C(c2cccc(F)c2)SC1(CCCNC(=O)OC(C)(C)C)c1ccccc1, Cl. The product is CC(C)C(=O)N1N=C(c2cccc(F)c2)SC1(CCCN)c1ccccc1. Reaction SMILES: [C:2]([O:3][C:4](=[O:5])[NH:8][CH2:9][CH2:10][CH2:11][C:12]1([c:29]2[cH:30][cH:31][cH:32][cH:33][cH:34]2)[S:13][C:14]([c:22]2[cH:23][c:24]([F:28])[cH:25][cH:26][cH:27]2)=[N:15][N:16]1[C:17]([CH:18]([CH3:19])[CH3:20])=[O:21])([CH3:6])([CH3:7])[CH3:35].[ClH:1]>>[NH2:8][CH2:9][CH2:10][CH2:11][C:12]1([c:29]2[cH:30][cH:31][cH:32][cH:33][cH:34]2)[S:13][C:14]([c:22]2[cH:23][c:24]([F:28])[cH:25][cH:26][cH:27]2)=[N:15][N:16]1[C:17]([CH:18]([CH3:19])[CH3:20])=[O:21]. Reactants: ClC1=CC(=C(OCC(=O)N2[C@@H](CN([C@H](C2)C)CC2=CC=C(C=C2)F)C)C=C1)CO (2-(4-chloro-2-hydroxymethyl-phenoxy)-1-[4-(4-fluoro-benzyl)-(2R,5S)-2,5-dimethyl-piperazin-1-yl]-ethanone), S(=O)(Cl)Cl (thionyl chloride). Run in C(Cl)Cl (methylene chloride). Yields the product ClC1=CC(=C(OCC(=O)N2C(CN(C(C2)C)CC2=CC=C(C=C2)F)C)C=C1)CCl (2-(4-Chloro-2-chloromethyl-phenoxy)-1-[4-(4-fluoro-benzyl)-2,5-dimethyl-piperazin-1-yl]-ethanone). Yield: 91.0%. RXN SMILES: [Cl:1][C:2]1[CH:27]=[CH:26][C:5]([O:6][CH2:7][C:8]([N:10]2[CH2:15][C@H:14]([CH3:16])[N:13]([CH2:17][C:18]3[CH:23]=[CH:22][C:21]([F:24])=[CH:20][CH:19]=3)[CH2:12][C@H:11]2[CH3:25])=[O:9])=[C:4]([CH2:28]O)[CH:3]=1.S(Cl)([Cl:32])=O>C(Cl)Cl>[Cl:1][C:2]1[CH:27]=[CH:26][C:5]([O:6][CH2:7][C:8]([N:10]2[CH2:15][CH:14]([CH3:16])[N:13]([CH2:17][C:18]3[CH:23]=[CH:22][C:21]([F:24])=[CH:20][CH:19]=3)[CH2:12][CH:11]2[CH3:25])=[O:9])=[C:4]([CH2:28][Cl:32])[CH:3]=1. Reported procedure: To 2-(4-chloro-2-hydroxymethyl-phenoxy)-1-[4-(4-fluoro-benzyl)-(2R,5S)-2,5-dimethyl-piperazin-1-yl]-ethanone (0.55 g, 1.3 mmol) in methylene chloride (6 ml) was added thionyl chloride (0.26 ml, 3.58 mmol). The reaction was heated to reflux for 2 hours. After cooling the reaction was quenched by the addition of water. The organic layer was washed with saturated sodium bicarbonate followed by saturated aqueous sodium chloride. The organic layer was then concentrated to afford the title compound as... The reactants are C(=O)C1=CC=C(S1)C=1SC=CC1 (5-formyl-2,2'-bithiophene), NC1=CC=CC=C1 (aniline). Run in C1=CC=CC=C1 (benzene). Conditions: temperature 85 celsius. The product is C1(=CC=CC=C1)N=C=C1CC=C(S1)C=1SC=CC1 (5-(N-phenyliminomethylidene)-2,2'-bithiophene). Reaction SMILES: [CH:1]([C:3]1[S:7][C:6]([C:8]2[S:9][CH:10]=[CH:11][CH:12]=2)=[CH:5][CH:4]=1)=O.[NH2:13][C:14]1[CH:19]=[CH:18][CH:17]=[CH:16][CH:15]=1>C1C=CC=CC=1>[C:14]1([N:13]=[C:1]=[C:3]2[S:7][C:6]([C:8]3[S:9][CH:10]=[CH:11][CH:12]=3)=[CH:5][CH2:4]2)[CH:19]=[CH:18][CH:17]=[CH:16][CH:15]=1. Reported procedure: 5.0 g of 5-formyl-2,2'-bithiophene was dissolved in 45 ml of benzene. 2.4 ml of aniline was added and refluxed for 24 hours at 85° C. 6.9 g of crude product was obtained after removal of solvent under reduced pressure and the purer product could be obtained by recrystallization with ethanol. The reactants are [BH4-], CC(C)(C)OC(=O)N1CCCC1C=O, CO, CC(C)[O-], CC(C)[O-], CC(C)[O-], CC(C)[O-], NC1CC1, [Na+], O, [Ti+4]. Yields the product CC(C)(C)OC(=O)N1CCCC1CNC1CC1. RXN SMILES: [BH4-:19].[C:1]([CH3:2])([CH3:3])([CH3:4])[O:5][C:6](=[O:7])[N:8]1[CH:9]([CH:13]=[O:14])[CH2:10][CH2:11][CH2:12]1.[CH3:22][OH:23].[CH3:24][CH:25]([CH3:26])[O-:27].[CH3:29][CH:30]([CH3:31])[O-:32].[CH3:33][CH:34]([CH3:35])[O-:36].[CH3:37][CH:38]([CH3:39])[O-:40].[CH:15]1([NH2:18])[CH2:16][CH2:17]1.[Na+:20].[OH2:21].[Ti+4:28]>>[C:1]([CH3:2])([CH3:3])([CH3:4])[O:5][C:6](=[O:7])[N:8]1[CH:9]([CH2:13][NH:18][CH:15]2[CH2:16][CH2:17]2)[CH2:10][CH2:11][CH2:12]1. Starting materials: COC(=O)C(C)(C)N1CCN(c2ccc(C(F)(F)F)cn2)CC1, [K+], C1COCCO1, [OH-]. Yields the product CC(C)(C(=O)O)N1CCN(c2ccc(C(F)(F)F)cn2)CC1. As a reaction SMILES: [CH3:1][O:2][C:3]([C:4]([CH3:5])([N:6]1[CH2:7][CH2:8][N:9]([c:12]2[n:13][cH:14][c:15]([C:18]([F:19])([F:20])[F:21])[cH:16][cH:17]2)[CH2:10][CH2:11]1)[CH3:22])=[O:23].[K+:25].[O:26]1[CH2:27][CH2:28][O:29][CH2:30][CH2:31]1.[OH-:24]>>[O:2]=[C:3]([C:4]([CH3:5])([N:6]1[CH2:7][CH2:8][N:9]([c:12]2[n:13][cH:14][c:15]([C:18]([F:19])([F:20])[F:21])[cH:16][cH:17]2)[CH2:10][CH2:11]1)[CH3:22])[OH:23]. Reactants: CC1=NN(C(=C1)C)C(NS(=O)(=O)C1=CC=C(C=C1)C)=N (N-[(3,5-dimethylpyrazol-1-yl)-iminomethyl]-4-methylbenzene-sulfonamide), CS(=O)(=O)O (methanesulfonic acid), NN1CCOCC1 (N-aminomorpholine). Yields the product NC(=NS(=O)(=O)C1=CC=C(C=C1)C)NN1CCOCC1 (N-[amino-(morpholin-4-yl-amino)-methylene]-4-methyl-benzenesulfonamide). As a reaction SMILES: C[C:2]1[CH:6]=C(C)[N:4]([C:8](=[NH:20])[NH:9][S:10]([C:13]2[CH:18]=[CH:17][C:16]([CH3:19])=[CH:15][CH:14]=2)(=[O:12])=[O:11])[N:3]=1.CS(O)(=O)=O.NN1CC[O:30][CH2:29][CH2:28]1>>[NH2:20][C:8]([NH:4][N:3]1[CH2:2][CH2:6][O:30][CH2:29][CH2:28]1)=[N:9][S:10]([C:13]1[CH:14]=[CH:15][C:16]([CH3:19])=[CH:17][CH:18]=1)(=[O:11])=[O:12]. Procedure: The compound of Example 20 was prepared according to the accompanying synthesis procedure from 0.5 ml of N-[(3,5-dimethylpyrazol-1-yl)-iminomethyl]-4-methylbenzene-sulfonamide solution (0.2 M, acetonitrile) with 19 mg of methanesulfonic acid and 0.5 ml of N-aminomorpholine solution (1.0 M, acetonitrile) and filed in a substance databank. Calculated mol. wt. 298.11; found mol. wt. (M+H) 299.3; 597.1 (Dimer) Starting materials: FC1=CC=C(C=C1)N1CCNCC1 (1-(4-fluorophenyl)piperazine), ClCCC1CN(C(O1)=O)C (5-(2-chloroethyl)-3-methyl-2-oxazolidinone), C([O-])([O-])=O.[Na+].[Na+] (sodium carbonate), [I-].[K+] (potassium iodide). Solvent: C(CCC)O (n-butanol). Product: FC1=CC=C(C=C1)N1CCN(CC1)CCC1CN(C(O1)=O)C (5-[2-[4-(4-fluorophenyl)-1-piperazinyl]ethyl]-3-methyl-2-oxazolidinone). Isolated yield 74.2%. RXN SMILES: [F:1][C:2]1[CH:7]=[CH:6][C:5]([N:8]2[CH2:13][CH2:12][NH:11][CH2:10][CH2:9]2)=[CH:4][CH:3]=1.Cl[CH2:15][CH2:16][CH:17]1[O:21][C:20](=[O:22])[N:19]([CH3:23])[CH2:18]1.C(=O)([O-])[O-].[Na+].[Na+].[I-].[K+]>C(O)CCC>[F:1][C:2]1[CH:3]=[CH:4][C:5]([N:8]2[CH2:13][CH2:12][N:11]([CH2:15][CH2:16][CH:17]3[O:21][C:20](=[O:22])[N:19]([CH3:23])[CH2:18]3)[CH2:10][CH2:9]2)=[CH:6][CH:7]=1 |f:2.3.4,5.6|. Procedure: A mixture of 4.5 g (0.025 mol) of 1-(4-fluorophenyl)piperazine, 4.1 g (0.025 mol) of 5-(2-chloroethyl)-3-methyl-2-oxazolidinone, 8.0 g (0.075 mol) of anhydrous sodium carbonate and 0.4 g of potassium iodide in 150 mL of n-butanol was heated at reflux for 20 h. The mixture was concentrated under reduced pressure and the residue partitioned between water and benzene. The benzene layer was washed with water and brine, dried (Na2SO4) and concentrated under reduced pressure to obtain a solid which wa...